The task is: describe an organic reaction: reactants, conditions, products, and yield. This data is from the Open Reaction Database (ORD), a public repository of structured organic reaction records. Starting materials: CCOC(=O)c1nc2c(C#N)cnn2c2c1CCN2C1CCCC1, CCO, Cl, [Na+], C1CCOC1, [OH-], O. Yields the product N#Cc1cnn2c3c(c(C(=O)O)nc12)CCN3C1CCCC1. RXN SMILES: [C:1](#[N:2])[c:3]1[cH:4][n:5][n:6]2[c:7]1[n:8][c:9]([C:20](=[O:21])[O:22][CH2:23][CH3:24])[c:10]1[c:11]2[N:12]([CH:15]2[CH2:16][CH2:17][CH2:18][CH2:19]2)[CH2:13][CH2:14]1.[CH3:28][CH2:29][OH:30].[ClH:27].[Na+:26].[O:31]1[CH2:32][CH2:33][CH2:34][CH2:35]1.[OH-:25].[OH2:36]>>[C:1](#[N:2])[c:3]1[cH:4][n:5][n:6]2[c:7]1[n:8][c:9]([C:20](=[O:21])[OH:22])[c:10]1[c:11]2[N:12]([CH:15]2[CH2:16][CH2:17][CH2:18][CH2:19]2)[CH2:13][CH2:14]1. Reactants: M-tBu, C(#N)CC[C@@H]1CC[C@H](CC1)NC(OC(C)(C)C)=O (tert-butyl [trans-4-(2-Cyanoethyl)cyclohexyl]carbamate), FC(C(=O)O)(F)F (trifluoroacetic acid). The solvent is C(Cl)Cl (methylene chloride). The product is FC(C(=O)O)(F)F.N[C@@H]1CC[C@H](CC1)CCC#N (3-(trans-4-Aminocyclohexyl)propanenitrile trifluoroacetate), C(=O)(C(F)(F)F)O (TFA). RXN SMILES: [C:1]([CH2:3][CH2:4][C@H:5]1[CH2:10][CH2:9][C@H:8]([NH:11]C(=O)OC(C)(C)C)[CH2:7][CH2:6]1)#[N:2].[F:19][C:20]([F:25])([F:24])[C:21]([OH:23])=[O:22]>C(Cl)Cl>[F:19][C:20]([F:25])([F:24])[C:21]([OH:23])=[O:22].[NH2:11][C@H:8]1[CH2:9][CH2:10][C@H:5]([CH2:4][CH2:3][C:1]#[N:2])[CH2:6][CH2:7]1.[C:21]([OH:23])([C:20]([F:25])([F:24])[F:19])=[O:22] |f:3.4|. Reported procedure: A mixture of tert-butyl {trans-4-[2-cyanovinyl]cyclohexyl}carbamate (0.13 g, 0.52 mmol) and 10% palladium on carbon (52 mg) in ethanol (2 mL) was hydrogenated under balloon pressure of H2 over weekend. The mixture was filtered, and the filtrate was concentrated to give tert-butyl [trans-4-(2-Cyanoethyl)cyclohexyl]carbamate. LCMS calculated for C10H17N2O2 (M-tBu+H)+: m/z=197.1. Found: 197.1. This carbamate intermediate was treated with trifluoroacetic acid (0.4 mL, 5 mmol) in methylene chloride (... Yields the product CC1(C)CCN(C(=O)OCc2ccccc2)C1O. Reactants: [BH4-], CC1(C)CCN(C(=O)OCc2ccccc2)C1=O, CO, CCOC(C)=O, [Cl-], ClC(Cl)Cl, [NH4+], [Na+]. As a reaction SMILES: [BH4-:19].[CH3:1][C:2]1([CH3:18])[C:3](=[O:17])[N:4]([C:7](=[O:8])[O:9][CH2:10][c:11]2[cH:12][cH:13][cH:14][cH:15][cH:16]2)[CH2:5][CH2:6]1.[CH3:27][OH:28].[CH3:29][CH2:30][O:31][C:32]([CH3:33])=[O:34].[Cl-:25].[Cl:21][CH:22]([Cl:23])[Cl:24].[NH4+:26].[Na+:20]>>[CH3:1][C:2]1([CH3:18])[CH:3]([OH:17])[N:4]([C:7](=[O:8])[O:9][CH2:10][c:11]2[cH:12][cH:13][cH:14][cH:15][cH:16]2)[CH2:5][CH2:6]1.